Dataset: the Open Reaction Database (ORD), a public repository of structured organic reaction records. Task: describe an organic reaction: reactants, conditions, products, and yield Starting materials: O=CC[C@H](O)[C@H](O)CO (2-deoxy-D-erythro-pentose), Cl (hydrochloric acid), C(O)([O-])=O.[Na+] (sodium hydrogen carbonate). Run in CO (methanol), CO (methanol). Conditions: time 1 hour. Yields the product O([C@@H]1C[C@H](O)[C@H](O1)CO)C (methyl 2-deoxy-α-D-erythro-pentofuranoside). Reaction SMILES: [O:1]=[CH:2][CH2:3][C@@H:4]([C@@H:6]([CH2:8][OH:9])[OH:7])[OH:5].Cl.[C:11](=O)([O-])O.[Na+]>CO>[O:1]([CH3:11])[C@H:2]1[O:7][C@H:6]([CH2:8][OH:9])[C@@H:4]([OH:5])[CH2:3]1 |f:2.3|. Procedure details: In 1.1 liters of methanol, 52 g of 2-deoxy-D-erythro-pentose was dissolved, and 3.8 ml of 1M hydrochloric acid solution in methanol was added at room temperature, followed by stirring the resulting solution at room temperature for 1 hour. To the reaction mixture, 1 g of sodium hydrogen carbonate was added and the resultant was concentrated after confirming that the solution was weakly basic. To the residue, 100 ml of toluene and 100 ml of pyridine were added to dissolve the residue and the resul... Reactants: CC(=O)C.O (acetone water), CCN(CC)C(=O)[C@@H](C)OC1=CC=CC2=CC=CC=C21 (D-Napropamide). Run in O (water), CC(=O)C (acetone), O (water). Product: CCN(CC)C(=O)C(C)OC=1C=CC=C2C1C=CC=C2 (Napropamide), CCN(CC)C(=O)[C@@H](C)OC1=CC=CC2=CC=CC=C21 (D-Napropamide). RXN SMILES: [CH3:1][C:2]([CH3:4])=[O:3].[OH2:5].[CH3:6][CH2:7][N:8]([C:11]([C@H:13]([O:15][C:16]1[C:25]2[C:20](=[CH:21][CH:22]=[CH:23][CH:24]=2)[CH:19]=[CH:18][CH:17]=1)[CH3:14])=[O:12])[CH2:9][CH3:10]>O.CC(C)=O>[CH3:10][CH2:9][N:8]([C:11]([CH:13]([O:15][C:16]1[CH:17]=[CH:18][CH:19]=[C:20]2[CH:21]=[CH:22][CH:23]=[CH:24][C:25]=12)[CH3:14])=[O:12])[CH2:7][CH3:6].[CH3:6][CH2:7][N:8]([C:1]([C@H:2]([O:3][C:21]1[C:20]2[C:25](=[CH:16][CH:17]=[CH:18][CH:19]=2)[CH:24]=[CH:23][CH:22]=1)[CH3:4])=[O:5])[CH2:9][CH3:10] |f:0.1|. Procedure: The highest concentration of Napropamide was prepared by measuring a calculated volume by weight and diluting with tap water to the full required volume. Lower concentrations were prepared by serial dilution with water. D-Napropamide was prepared by dissolving the calculated weight in acetone and adding water to give the full required volume in 50:50 acetone+water. Lower concentrations were prepared by serial dilution with 50:50 acetone+water. D-Napropamide dissolved completely. Starting materials: C(C)O (ethanol), C(C)(=O)O (acetic acid), CN(C)CC=1C=C(CN2C(C3=CC(=C(C=C3CC2)N2CCN(CC2)C2=C(C=CC=C2)C)[N+](=O)[O-])=O)C=CC1 (2-(3-dimethylaminomethyl-benzyl)-7-nitro-6-(4-o-tolyl-piperazin-1-yl)-3,4-dihydro-2H-isoquinolin-1-one). The reagents and catalysts are [Fe] (iron). Reaction conditions: temperature 75 celsius, time 4 hour. Yields the product NC1=C(C=C2CCN(C(C2=C1)=O)CC1=CC(=CC=C1)CN(C)C)N1CCN(CC1)C1=C(C=CC=C1)C (7-amino-2-(3-dimethylaminomethyl-benzyl)-6-(4-o-tolyl-piperazin-1-yl)-3,4-dihydro-2H-isoquinolin-1-one). RXN SMILES: C(O)C.C(O)(=O)C.[CH3:8][N:9]([CH2:11][C:12]1[CH:13]=[C:14]([CH:43]=[CH:44][CH:45]=1)[CH2:15][N:16]1[CH2:25][CH2:24][C:23]2[C:18](=[CH:19][C:20]([N+:39]([O-])=O)=[C:21]([N:26]3[CH2:31][CH2:30][N:29]([C:32]4[CH:37]=[CH:36][CH:35]=[CH:34][C:33]=4[CH3:38])[CH2:28][CH2:27]3)[CH:22]=2)[C:17]1=[O:42])[CH3:10]>[Fe]>[NH2:39][C:20]1[CH:19]=[C:18]2[C:23]([CH2:24][CH2:25][N:16]([CH2:15][C:14]3[CH:43]=[CH:44][CH:45]=[C:12]([CH2:11][N:9]([CH3:10])[CH3:8])[CH:13]=3)[C:17]2=[O:42])=[CH:22][C:21]=1[N:26]1[CH2:27][CH2:28][N:29]([C:32]2[CH:37]=[CH:36][CH:35]=[CH:34][C:33]=2[CH3:38])[CH2:30][CH2:31]1. Reported procedure: In a 100 ml round bottom flask equipped with a magnetic stir bar and fitted with a septum with a nitrogen inlet, the iron powder (382.70 mg, 6.85 mmol) was suspended in clean, dry, reagent-grade ethanol (30.00 ml, 513.81 mmol) under nitrogen and at room temperature. To the stirred reaction was added the acetic acid (3.00 ml, 52.40 mmol) and the mixture was stirred to ensure homogeneity. The 2-(3-dimethylaminomethyl-benzyl)-7-nitro-6-(4-o-tolyl-piperazin-1-yl)-3,4-dihydro-2H-isoquinolin-1-one 11a...